This data is from the Open Reaction Database (ORD), a public repository of structured organic reaction records. The task is: describe an organic reaction: reactants, conditions, products, and yield Starting materials: CCCCOc1ccccc1C(N)=O, ClCCl, CC[O+](CC)CC, F[B-](F)(F)F. Product: CCCCOc1ccccc1C(=N)OCC, F[B-](F)(F)F. RXN SMILES: [CH2:13]([CH2:14][CH2:15][CH3:16])[O:17][c:18]1[c:19]([C:20](=[O:21])[NH2:22])[cH:23][cH:24][cH:25][cH:26]1.[CH2:27]([Cl:28])[Cl:29].[CH2:6]([CH3:7])[O+:8]([CH2:9][CH3:10])[CH2:11][CH3:12].[F:1][B-:2]([F:3])([F:4])[F:5]>>[CH2:6]([CH3:7])[O:21][C:20]([c:19]1[c:18]([O:17][CH2:13][CH2:14][CH2:15][CH3:16])[cH:26][cH:25][cH:24][cH:23]1)=[NH:22].[F:1][B-:2]([F:3])([F:4])[F:5]. Procedure: A mixture of 1-(2,3-dichloro-4-butyrylphenoxy)cyclobutane-1-carboxylic acid (4 g, 0.012 mole), dimethylamine hydrochloride (5.5 g, 0.067 mole), paraformaldehyde (1.2 g, 0.04 equiv.) and acetic acid (0.3 ml) were stirred and heated on a steam bath for 2.25 hours. N,N-dimethylformamide (30 ml) was added and stirring and heating was continued for another 2 hours. The mixture was poured into ice water and extracted with ether. The ether layer was washed with water and then with brine and finally dri... Yields the product ClC1=C(OC2(CCC2)C(=O)O)C=CC(=C1Cl)C(C(CC)=C)=O (1-[2,3-dichloro-4-(2-methylenebutyryl)phenoxy]cyclobutane-1-carboxylic acid). Reaction SMILES: [Cl:1][C:2]1[C:15]([Cl:16])=[C:14]([C:17](=[O:21])[CH2:18][CH2:19][CH3:20])[CH:13]=[CH:12][C:3]=1[O:4][C:5]1([C:9]([OH:11])=[O:10])[CH2:8][CH2:7][CH2:6]1.Cl.[CH3:23]NC.C=O.C(O)(=O)C>CN(C)C=O>[Cl:1][C:2]1[C:15]([Cl:16])=[C:14]([C:17](=[O:21])[C:18](=[CH2:23])[CH2:19][CH3:20])[CH:13]=[CH:12][C:3]=1[O:4][C:5]1([C:9]([OH:11])=[O:10])[CH2:8][CH2:7][CH2:6]1 |f:1.2|. The reactants are ClC1=C(OC2(CCC2)C(=O)O)C=CC(=C1Cl)C(CCC)=O (1-(2,3-dichloro-4-butyrylphenoxy)cyclobutane-1-carboxylic acid), Cl.CNC (dimethylamine hydrochloride), C=O (paraformaldehyde), C(C)(=O)O (acetic acid), ice water. The solvent is CN(C=O)C (N,N-dimethylformamide). Conditions: time 2 hour. Reactants: [N+](=O)([O-])C=1C=C2C=3CCCCC3N3C2=C(C1)CCC3 (2-nitro-5,6,8,9,10,11-hexahydro-4H-pyrido[3,2,1-jk]carbazole). Reagents/catalysts: [Pd] (palladium on carbon). Run in C(C)O (ethanol). Product: C1=C2C=3CCCCC3N3C2=C(C=C1N)CCC3 (5,6,8,9,10,11-hexahydro-4H-pyrido[3,2,1-jk]carbazol-2-amine). RXN SMILES: [N+:1]([C:4]1[CH:5]=[C:6]2[C:14]3=[C:15]([CH2:17][CH2:18][CH2:19][N:13]3[C:12]3[CH2:11][CH2:10][CH2:9][CH2:8][C:7]2=3)[CH:16]=1)([O-])=O>[Pd].C(O)C>[CH:5]1[C:4]([NH2:1])=[CH:16][C:15]2[CH2:17][CH2:18][CH2:19][N:13]3[C:14]=2[C:6]=1[C:7]1[CH2:8][CH2:9][CH2:10][CH2:11][C:12]=13. Reported procedure: Following the procedure of Example 1, Step 3, 2-nitro-5,6,8,9,10,11-hexahydro-4H-pyrido[3,2,1-jk]carbazole (1.1 g, 4.3 mmol) and 5% palladium on carbon (0.10 g) in ethanol (70 mL) was hydrogenated to provide 5,6,8,9,10,11-hexahydro-4H-pyrido[3,2,1-jk]carbazol-2-amine. The solvent is solution, FC(C(=O)O)(F)F (trifluoroacetic acid), C(Cl)Cl (methylene chloride). Procedure: 4-{3-(Cyanomethyl)-3-[4-(7-{[2-(trimethylsilyl)ethoxy]methyl}-7H-pyrrolo[2,3-d]pyrimidin-4-yl)-1H-pyrazol-1-yl]azetidin-1-yl}-N-[4-fluoro-2-(trifluoromethyl)phenyl]piperidine-1-carboxamide (210 mg, 0.3 mmol) was dissolved in a 50 M solution of trifluoroacetic acid in methylene chloride (20 mL). After being stirred at room temperature for one hour, the solvents were removed under reduced pressure. The residue was dissolved in methanol (20 mL) and ethylenediamine (1.0 g, 17 mmol). After being stir... Reaction SMILES: [C:1]([CH2:3][C:4]1([N:28]2[CH:32]=[C:31]([C:33]3[C:34]4[CH:41]=[CH:40][N:39](COCC[Si](C)(C)C)[C:35]=4[N:36]=[CH:37][N:38]=3)[CH:30]=[N:29]2)[CH2:7][N:6]([CH:8]2[CH2:13][CH2:12][N:11]([C:14]([NH:16][C:17]3[CH:22]=[CH:21][C:20]([F:23])=[CH:19][C:18]=3[C:24]([F:27])([F:26])[F:25])=[O:15])[CH2:10][CH2:9]2)[CH2:5]1)#[N:2].C(N)CN>FC(F)(F)C(O)=O.C(Cl)Cl>[C:1]([CH2:3][C:4]1([N:28]2[CH:32]=[C:31]([C:33]3[C:34]4[CH:41]=[CH:40][NH:39][C:35]=4[N:36]=[CH:37][N:38]=3)[CH:30]=[N:29]2)[CH2:7][N:6]([CH:8]2[CH2:13][CH2:12][N:11]([C:14]([NH:16][C:17]3[CH:22]=[CH:21][C:20]([F:23])=[CH:19][C:18]=3[C:24]([F:25])([F:27])[F:26])=[O:15])[CH2:10][CH2:9]2)[CH2:5]1)#[N:2]. Reaction conditions: time 1 hour. Yields the product C(#N)CC1(CN(C1)C1CCN(CC1)C(=O)NC1=C(C=C(C=C1)F)C(F)(F)F)N1N=CC(=C1)C=1C2=C(N=CN1)NC=C2 (4-{3-(cyanomethyl)-3-[4-(7H-pyrrolo[2,3-d]pyrimidin-4-yl)-1H-pyrazol-1-yl]azetidin-1-yl}-N-[4-fluoro-2-(trifluoromethyl)phenyl]piperidine-1-carboxamide). Starting materials: C(#N)CC1(CN(C1)C1CCN(CC1)C(=O)NC1=C(C=C(C=C1)F)C(F)(F)F)N1N=CC(=C1)C=1C2=C(N=CN1)N(C=C2)COCC[Si](C)(C)C (4-{3-(Cyanomethyl)-3-[4-(7-{[2-(trimethylsilyl)ethoxy]methyl}-7H-pyrrolo[2,3-d]pyrimidin-4-yl)-1H-pyrazol-1-yl]azetidin-1-yl}-N-[4-fluoro-2-(trifluoromethyl)phenyl]piperidine-1-carboxamide), C(CN)N (ethylenediamine). Product: FC1=C(C=CC(=C1)C1=CC2=CC=CC=C2C=C1)O (2-Fluoro-4-(2-naphthyl)phenol), white solid. RXN SMILES: [F:1][C:2]1[CH:3]=[C:4]([C:10]2[CH:19]=[CH:18][C:17]3[C:12](=[CH:13][CH:14]=[CH:15][CH:16]=3)[CH:11]=2)[CH:5]=[CH:6][C:7]=1[O:8]C.B(Br)(Br)Br>>[F:1][C:2]1[CH:3]=[C:4]([C:10]2[CH:19]=[CH:18][C:17]3[C:12](=[CH:13][CH:14]=[CH:15][CH:16]=3)[CH:11]=2)[CH:5]=[CH:6][C:7]=1[OH:8]. Reported procedure: The title compound was prepared by reacting 2-(3-fluoro-4-methoxyphenyl)naphthalene (0.22 g, 0.87 mmol) with boron tribromide (1.75 mL of 1 N solution, 1.75 mmol) according to method D to yield 0.13 g (63%) of a white solid: mp 110-112° C.; 1H NMR (DMSO-d6): δ 7.05-7.11 (1H, m), 7.47-7.54 (3H, m), 7.65 (1H, dd, J=2.20 Hz, J=12.92 Hz), 7.82 (1H, dd, J=1.80 Hz, J=8.62), 7.90-7.98 (3H, m), 8.17 (1H, bs), 10.07 (1H, bs); MS (ESI) m/z237 (M−H)−. The yield is 63.0%. Reactants: FC=1C=C(C=CC1OC)C1=CC2=CC=CC=C2C=C1 (2-(3-fluoro-4-methoxyphenyl)naphthalene), B(Br)(Br)Br (boron tribromide). Starting materials: CC1(CCC(CC1)OC=1C=C2C=CC(=CC2=CC1)[C@]1(NC(OC1)=O)C)C ((R)-4-(6-(4,4-dimethylcyclohexyloxy)naphthalen-2-yl)-4-methyloxazolidin-2-one), [OH-].[Li+] (lithium hydroxide), C(C)O (ethanol), O (water). The product is N[C@](CO)(C)C1=CC2=CC=C(C=C2C=C1)OC1CCC(CC1)(C)C ((R)-2-amino-2-(6-(4,4-di methylcyclohexyloxy)naphthalen-2-yl)propan-1-ol). RXN SMILES: [CH3:1][C:2]1([CH3:26])[CH2:7][CH2:6][CH:5]([O:8][C:9]2[CH:10]=[C:11]3[C:16](=[CH:17][CH:18]=2)[CH:15]=[C:14]([C@:19]2([CH3:25])[CH2:23][O:22]C(=O)[NH:20]2)[CH:13]=[CH:12]3)[CH2:4][CH2:3]1.[OH-].[Li+].C(O)C.O>>[NH2:20][C@@:19]([C:14]1[CH:13]=[CH:12][C:11]2[C:16](=[CH:17][CH:18]=[C:9]([O:8][CH:5]3[CH2:6][CH2:7][C:2]([CH3:26])([CH3:1])[CH2:3][CH2:4]3)[CH:10]=2)[CH:15]=1)([CH3:25])[CH2:23][OH:22] |f:1.2|. Procedure details: The mixture of (R)-4-(6-(4,4-dimethylcyclohexyloxy)naphthalen-2-yl)-4-methyloxazolidin-2-one and lithium hydroxide (45 mg, 0.0019 mol) in ethanol (1.1 mL, 0.019 mol) and water (0.37 mL, 0.021 mol) was heated to reflux for overnight. The crude product was partitioned between ethyl acetate and water and the ethyl acetate layer was concentrated and the crude was brought up in methanol and purified by HPLC. MS: m/z=311.2 [M−NH2]+ The reactants are CCOC(=O)CBr, O=c1ccc(Br)c[nH]1, [K+], [K+], O=C([O-])[O-], CN(C)C=O. Product: CCOC(=O)Cn1cc(Br)ccc1=O. Reaction SMILES: [Br:15][CH2:16][C:17](=[O:18])[O:19][CH2:20][CH3:21].[Br:1][c:2]1[cH:3][cH:4][c:5](=[O:8])[nH:6][cH:7]1.[K+:10].[K+:9].[O-:11][C:12]([O-:13])=[O:14].[O:22]=[CH:23][N:24]([CH3:25])[CH3:26]>>[Br:1][c:2]1[cH:3][cH:4][c:5](=[O:8])[n:6]([CH2:16][C:17](=[O:18])[O:19][CH2:20][CH3:21])[cH:7]1. Starting materials: [O-][O-].[Na+].[Na+] (sodium peroxide), O (water), O (water), C(C)(C)(C)C1=CC=C(C(=O)Cl)C=C1 (p-t-butylbenzoyl chloride), C1(=CC=CC=C1)C (toluene). Reaction conditions: time 45 minute. Yields the product C(C)(C)(C)C1=CC=C(C(=O)OOC(C2=CC=C(C=C2)C(C)(C)C)=O)C=C1 (p-t-butylbenzoyl peroxide). As a reaction SMILES: [O-:1][O-:2].[Na+].[Na+].[C:5]([C:9]1[CH:17]=[CH:16][C:12]([C:13](Cl)=[O:14])=[CH:11][CH:10]=1)([CH3:8])([CH3:7])[CH3:6].[C:18]1([CH3:24])[CH:23]=[CH:22][CH:21]=[CH:20][CH:19]=1.[OH2:25]>>[C:5]([C:9]1[CH:17]=[CH:16][C:12]([C:13]([O:1][O:2][C:24](=[O:25])[C:18]2[CH:23]=[CH:22][C:21]([C:5]([CH3:8])([CH3:7])[CH3:6])=[CH:20][CH:19]=2)=[O:14])=[CH:11][CH:10]=1)([CH3:8])([CH3:7])[CH3:6] |f:0.1.2|. Procedure details: To a solution of 1.95 g. of sodium peroxide in 23 ml. of distilled water maintained at 0°-5° C., is added dropwise with vigorous stirring a solution of 7.85 g. of p-t-butylbenzoyl chloride in 13 ml. of dry toluene. When the addition is complete after 45 minutes, the whole is allowed to stir for two and one-half hours at 0°-5° C., after which 80 ml. of cold water is added and the whole is stirred for an additional half hour at 0°-5° C. The resulting white precipitate is collected by filtration, w...